From a dataset of the Open Reaction Database (ORD), a public repository of structured organic reaction records. describe an organic reaction: reactants, conditions, products, and yield Starting materials: potassium tertiary-butylate, FC1=C(C(=CC=C1)[N+](=O)[O-])C (2-fluoro-6-nitrotoluene), C=O (paraformaldehyde). Run in C(C)(C)(C)O (tert.-butanol), CS(=O)C (DMSO). Reaction conditions: temperature 70 celsius, time 30 minute. The product is FC1=C(C(=CC=C1)[N+](=O)[O-])CCO (2-(2-fluoro-6-nitrophenyl)ethanol). Yield: 70.5%. RXN SMILES: [F:1][C:2]1[CH:7]=[CH:6][CH:5]=[C:4]([N+:8]([O-:10])=[O:9])[C:3]=1[CH3:11].[CH2:12]=[O:13]>C(O)(C)(C)C.CS(C)=O>[F:1][C:2]1[CH:7]=[CH:6][CH:5]=[C:4]([N+:8]([O-:10])=[O:9])[C:3]=1[CH2:11][CH2:12][OH:13]. Procedure: A solution of potassium tertiary-butylate (90 mg, 0.8 mmol) in tert.-butanol (1 ml, synthesis quality, 99%) was added to 2-fluoro-6-nitrotoluene (776 mg, 5 mmol) and paraformaldehyde (150 mg, 5 mmol) in DMSO (2.5 ml, synthesis quality, additionally dried for 2 d over molecular sieve 4 Å). After the addition of the potassium tertiary-butylate solution, a color change from yellow to deep violet occurred. The solution was stirred for 5 min at room temperature and for 30 min at 70° C. (oil bath temp...